This data is from the Open Reaction Database (ORD), a public repository of structured organic reaction records. The task is: describe an organic reaction: reactants, conditions, products, and yield Run at time 2 hour. Run in C1CCOC1 (THF), CCOC(=O)C (EtOAc), C1CCOC1 (THF). RXN SMILES: [Cl:1][C:2]1[CH:3]=[CH:4][C:5]([C@:8]([C:17]2[CH:22]=[C:21]([O:23][C:24]([F:29])([F:28])[CH:25]([F:27])[F:26])[CH:20]=[C:19]([F:30])[CH:18]=2)([NH2:16])[CH2:9][C:10]2[CH:15]=[CH:14][CH:13]=[CH:12][CH:11]=2)=[N:6][CH:7]=1.[C:31]([O-:34])([O-])=O.[K+].[K+].O.[NH2:38][C@H:39]([CH2:46][O:47][CH2:48][C:49]1[CH:54]=[CH:53][CH:52]=[CH:51][CH:50]=1)[C@@H:40]([OH:45])[C:41]([F:44])([F:43])[F:42]>C1COCC1.CCOC(C)=O>[CH2:48]([O:47][CH2:46][C@@H:39]([NH:38][C:31]([NH:16][C@:8]([C:5]1[CH:4]=[CH:3][C:2]([Cl:1])=[CH:7][N:6]=1)([C:17]1[CH:22]=[C:21]([O:23][C:24]([F:29])([F:28])[CH:25]([F:27])[F:26])[CH:20]=[C:19]([F:30])[CH:18]=1)[CH2:9][C:10]1[CH:15]=[CH:14][CH:13]=[CH:12][CH:11]=1)=[O:34])[C@@H:40]([OH:45])[C:41]([F:44])([F:43])[F:42])[C:49]1[CH:54]=[CH:53][CH:52]=[CH:51][CH:50]=1 |f:1.2.3|. Product: C(C1=CC=CC=C1)OC[C@H]([C@H](C(F)(F)F)O)NC(=O)N[C@@](CC1=CC=CC=C1)(C1=CC(=CC(=C1)OC(C(F)F)(F)F)F)C1=NC=C(C=C1)Cl (1-((2R,3R)-1-(benzyloxy)-4,4,4-trifluoro-3-hydroxybutan-2-yl)-3-((S)-1-(5-chloropyridin-2-yl)-1-(3-fluoro-5-(1,1,2,2-tetrafluoroethoxy)phenyl)-2-phenylethyl)urea). Reported procedure: To a solution of (S)-1-(5-chloropyridin-2-yl)-1-(3-fluoro-5-(1,1,2,2-tetrafluoroethoxy)phenyl)-2-phenylethanamine (61.2 mg, 0.14 mmol), prepared as described in Procedures 3, 5, 6 and 7, in THF (1 mL), K2CO3 in H2O (28 mg, 2 M in H2O, 0.21 mmol) was added, followed by the addition of isopropenyl chlororoformate (16 μL, 0.15 mmol). The reaction mixture was stirred at room temperature for 2 hr, diluted with EtOAc (25 mL), and the organic portion washed with saturated NaCl (25 mL), dried over MgSO4... Starting materials: ClC=1C=CC(=NC1)[C@@](CC1=CC=CC=C1)(N)C1=CC(=CC(=C1)OC(C(F)F)(F)F)F ((S)-1-(5-chloropyridin-2-yl)-1-(3-fluoro-5-(1,1,2,2-tetrafluoroethoxy)phenyl)-2-phenylethanamine), N[C@@H]([C@H](C(F)(F)F)O)COCC1=CC=CC=C1 ((2R,3R)-3-amino-4-(benzyloxy)-1,1,1-trifluorobutan-2-ol), C(=O)([O-])[O-].[K+].[K+] (K2CO3), O (H2O), TEA. Yield: 57.0%. The reactants are [H-].[Na+] (Sodium hydride), BrC1=C(C=C(C=C1)NC(CO)=O)C (N-(4-bromo-3-methyl-phenyl)-2-hydroxy-acetamide), BrCBr (dibromomethane). Run in CN(C)C=O (DMF). Reaction conditions: time 50 minute. Product: BrC1=C(C=C(C=C1)N1COCC1=O)C (3-(4-bromo-3-methyl-phenyl)-oxazolidin-4-one). The yield is 21.5%. As a reaction SMILES: [H-].[Na+].[Br:3][C:4]1[CH:9]=[CH:8][C:7]([NH:10][C:11](=[O:14])[CH2:12][OH:13])=[CH:6][C:5]=1[CH3:15].Br[CH2:17]Br>CN(C=O)C>[Br:3][C:4]1[CH:9]=[CH:8][C:7]([N:10]2[C:11](=[O:14])[CH2:12][O:13][CH2:17]2)=[CH:6][C:5]=1[CH3:15] |f:0.1|. Procedure details: Sodium hydride (81 mg, 1.80 mmol) was added to a solution of N-(4-bromo-3-methyl-phenyl)-2-hydroxy-acetamide (200 mg, 0.819 mmol) in DMF (4.0 ml), and the mixture was stirred at room temperature for 50 minutes. Further, dibromomethane (0.114 ml, 1.64 mmol) was added to the reaction solution, and the mixture was heated with stirring at 110° C. for two hours. Cooling to room temperature and subsequent purification by silica gel column chromatography (hexane-ethyl acetate) gave 3-(4-bromo-3-methyl-... The reactants are CCOC(=O)c1cc2cccc3c2n1CC3, CCO, Cl, [Na+], [OH-], O. Product: O=C(O)c1cc2cccc3c2n1CC3. As a reaction SMILES: [CH2:1]([CH3:2])[O:3][C:4](=[O:5])[c:6]1[n:7]2[c:8]3[c:9]([cH:10][cH:11][cH:12][c:13]3[cH:14]1)[CH2:15][CH2:16]2.[CH3:19][CH2:20][OH:21].[ClH:18].[Na+:23].[OH-:22].[OH2:17]>>[O:3]=[C:4]([OH:5])[c:6]1[n:7]2[c:8]3[c:9]([cH:10][cH:11][cH:12][c:13]3[cH:14]1)[CH2:15][CH2:16]2. Starting materials: FC1=CC=C(C=C1)C1C(N2N(CC=CC2)C1=O)C1=NC(=NC=C1)S(=O)(=O)C (2-(4-Fluorophenyl)-3-(2-methanesulfonyl-pyrimidin-4-yl)-2,3,5,8-tetrahydro-pyrazolo[1,2-a]pyridazin-1-one), C[C@@H](C1=CC=CC=C1)N ((S)-(−)-α-methylbenzylamine). Run in C1(=CC=CC=C1)C (toluene). Run at temperature 140 celsius. The product is FC1=CC=C(C=C1)C1=C(N2N(CC=CC2)C1=O)C1=NC(=NC=C1)N[C@@H](C)C1=CC=CC=C1 (2-(4-fluorophenyl)-3-[2-(1-(S)-phenylethylamino)pyrimidin-4-yl]-5,8-dihydropyrazolo[1,2-a]pyridazin-1-one). Yield: 80.0%. As a reaction SMILES: [F:1][C:2]1[CH:7]=[CH:6][C:5]([CH:8]2[C:16](=[O:17])[N:11]3[CH2:12][CH:13]=[CH:14][CH2:15][N:10]3[CH:9]2[C:18]2[CH:23]=[CH:22][N:21]=[C:20](S(C)(=O)=O)[N:19]=2)=[CH:4][CH:3]=1.[CH3:28][C@H:29]([NH2:36])[C:30]1[CH:35]=[CH:34][CH:33]=[CH:32][CH:31]=1>C1(C)C=CC=CC=1>[F:1][C:2]1[CH:7]=[CH:6][C:5]([C:8]2[C:16](=[O:17])[N:11]3[CH2:12][CH:13]=[CH:14][CH2:15][N:10]3[C:9]=2[C:18]2[CH:23]=[CH:22][N:21]=[C:20]([NH:36][C@H:29]([C:30]3[CH:35]=[CH:34][CH:33]=[CH:32][CH:31]=3)[CH3:28])[N:19]=2)=[CH:4][CH:3]=1. Procedure: 2-(4-Fluorophenyl)-3-(2-methanesulfonyl-pyrimidin-4-yl)-2,3,5,8-tetrahydro-pyrazolo[1,2-a]pyridazin-1-one, 12, (0.9 g, 2.3 mmol) is dissolved in toluene (18 mL) and (S)-(−)-α-methylbenzylamine (10.5 mL, 81.6 mmol) added. The resulting mixture is heated to 140° C. for 12 hours, cooled, and the solvent removed in vacuo. The resulting crude product is purified over silica (1:1 EtOAc/hexanes) to afford 0.8 g (80% yield) of the desired product as a red sticky solid. Starting materials: BrC=1C=NC=C(C1)Br (3,5-dibromopyridine), C1(CC1)C1=CC(=CC(=N1)OS(=O)(=O)C(F)(F)F)C1=CC=C(C=C1)C(F)(F)F (trifluoro-methanesulfonic acid 6-cyclopropyl-4-(4-trifluoromethyl-phenyl)-pyridin-2-yl ester), BrC=1C(=NC=CC1)B(O)O (3-bromo-pyridine-boronic acid). Yields the product BrC=1C=C(C=NC1)C1=NC(=CC(=C1)C1=CC=C(C=C1)C(F)(F)F)C1CC1 (5′-Bromo-6-cyclopropyl-4-(4-trifluoromethyl-phenyl)-[2,3′]bipyridinyl), solid. Isolated yield 76.0%. Reaction SMILES: [CH:1]1([C:4]2[N:9]=[C:8](OS(C(F)(F)F)(=O)=O)[CH:7]=[C:6]([C:18]3[CH:23]=[CH:22][C:21]([C:24]([F:27])([F:26])[F:25])=[CH:20][CH:19]=3)[CH:5]=2)[CH2:3][CH2:2]1.[Br:28][C:29]1[C:30](B(O)O)=[N:31][CH:32]=[CH:33][CH:34]=1.BrC1C=NC=C(Br)C=1>>[Br:28][C:29]1[CH:34]=[C:33]([C:8]2[CH:7]=[C:6]([C:18]3[CH:19]=[CH:20][C:21]([C:24]([F:26])([F:25])[F:27])=[CH:22][CH:23]=3)[CH:5]=[C:4]([CH:1]3[CH2:2][CH2:3]3)[N:9]=2)[CH:32]=[N:31][CH:30]=1. Procedure details: The title compound was prepared from trifluoro-methanesulfonic acid 6-cyclopropyl-4-(4-trifluoromethyl-phenyl)-pyridin-2-yl ester (example A.34) (2.0 g, 4.86 mmol) and commercially available 3-bromo-pyridine-boronic acid [CAS-No. 452972-09-07] (alternatively prepared from commercially available 3,5-dibromopyridine according to Tetrahedron 2002, 58(17), 3323 or Synthesis 2003, (7), 1035) (1.079 g, 5.34 mmol) according to the general procedure IVb. Obtained as a white solid (1.55 g, 76%). MS (ISP)...